describe an organic reaction: reactants, conditions, products, and yield From a dataset of the Open Reaction Database (ORD), a public repository of structured organic reaction records. Reactants: COC1=CC=C(CN2C(=NC=3N(C=4N(C(C23)=O)C(=NN4)C)CCCCC)SC)C=C1 (6-(4-methoxybenzyl)-3-methyl-7-(methylthio)-9-pentyl-6,9-dihydro-5h-[1,2,4]triazolo[4,3-a]purin-5-one), FC(C(=O)O)(F)F (trifluoroacetic acid). The product is CC1=NN=C2N1C(C=1NC(=NC1N2CCCCC)SC)=O (3-methyl-7-(methylthio)-9-pentyl-6,9-dihydro-5H-[1,2,4]triazolo[4,3-a]purin-5-one). Isolated yield 0.0%. Reaction SMILES: COC1C=CC(C[N:8]2[C:16]3[C:15](=[O:17])[N:14]4[C:18]([CH3:21])=[N:19][N:20]=[C:13]4[N:12]([CH2:22][CH2:23][CH2:24][CH2:25][CH3:26])[C:11]=3[N:10]=[C:9]2[S:27][CH3:28])=CC=1.FC(F)(F)C(O)=O>>[CH3:21][C:18]1[N:14]2[C:15](=[O:17])[C:16]3[NH:8][C:9]([S:27][CH3:28])=[N:10][C:11]=3[N:12]([CH2:22][CH2:23][CH2:24][CH2:25][CH3:26])[C:13]2=[N:20][N:19]=1. Reported procedure: A solution of 6-(4-methoxybenzyl)-3-methyl-7-(methylthio)-9-pentyl-6,9-dihydro-5h-[1,2,4]triazolo[4,3-a]purin-5-one (200 mg, 469 mmol) in trifluoroacetic acid (5 ml, 64.9 mmol) was stirred at 55° C. overnight. The solution was concentrated and purified by prep LCMS to yield the desired product (60 mg, 42%). 1HNMR (300 MHz, CD3OD): δ 4.42 (t, J=7.5 Hz, 2H), 2.74 (s, 3H), 2.45 (s, 3H), 1.92 (m, 2H), 1.39 (m, 4H), 0.92 (m, 3H). LCMS calculated for C13H19N6OS (M+H): 307.1. found 307.1. Starting materials: C(C1=CC=CC=C1)N1CCC(CC1)NC(=O)[C@@H]1OCCC1 ((R)-Tetrahydro-furan-2-carboxylic acid (1-benzyl-piperidin-4-yl)-amide), [H][H] (hydrogen), C(C(=O)O)(=O)O (oxalic acid), [H][H] (hydrogen). Reagents/catalysts: [Pd] (Palladium on activated carbon). Run in C(C)O (ethanol), C(C)(=O)O (acetic acid), CC(C)O (2-propanol). Product: N1CCC(CC1)NC(=O)[C@@H]1OCCC1 ((R)-Tetrahydro-furan-2-carboxylic acid piperidin-4-ylamide), oxalate salt. The yield is 77.0%. RXN SMILES: C([N:8]1[CH2:13][CH2:12][CH:11]([NH:14][C:15]([C@H:17]2[CH2:21][CH2:20][CH2:19][O:18]2)=[O:16])[CH2:10][CH2:9]1)C1C=CC=CC=1.[H][H].C(O)(=O)C(O)=O>C(O)C.C(O)(=O)C.[Pd].CC(O)C>[NH:8]1[CH2:13][CH2:12][CH:11]([NH:14][C:15]([C@H:17]2[CH2:21][CH2:20][CH2:19][O:18]2)=[O:16])[CH2:10][CH2:9]1. Reported procedure: (R)-Tetrahydro-furan-2-carboxylic acid (1-benzyl-piperidin-4-yl)-amide (128 g, 444 mmol) was dissolved in 300 mL ethanol and 50 mL acetic acid. Palladium on activated carbon (5 g) was added. A hydrogen pressure of 5 bars was applied, and hydrogenation was continued until no more hydrogen was consumed (about 5 days). The suspension was filtered through Celite, and the filtrate was evaporated to dryness under reduced pressure. The residue and oxalic acid (50 g, 555 mmol) were suspended in 500 mL 2... Reactants: C(C1=CC=CC=C1)ON.Cl (O-benzylhydroxylamine·hydrochloric acid), COC12CC(C(C=C1)(O2)S(=O)(=O)C2=CC=CC=C2)C(=O)O (4-methoxy-phenylsulfonyl-7-oxabicyclo[2.2.1]hept-5-ene-2-carboxylic acid), C1(CCCCC1)N=C=NC1CCCCC1 (1,3-dicyclohexylcarbodiimide). The reagents and catalysts are CN(C1=CC=NC=C1)C (4-dimethylaminopyridine). The solvent is C(Cl)Cl (methylene chloride). Reaction conditions: time 8 hour. Product: C(C1=CC=CC=C1)ONC(=O)C1C2(CCC(C1)(O2)OC)S(=O)(=O)C2=CC=CC=C2 (4-Methoxyphenylsulfonyl-7-oxabicyclo[2.2.1]heptane-2-carboxylic acid benzyloxyamide). Reaction SMILES: [CH2:1]([O:8][NH2:9])[C:2]1[CH:7]=[CH:6][CH:5]=[CH:4][CH:3]=1.Cl.[CH3:11][O:12][C:13]12[O:19][C:16]([S:20]([C:23]3[CH:28]=[CH:27][CH:26]=[CH:25][CH:24]=3)(=[O:22])=[O:21])([CH:17]=[CH:18]1)[CH:15]([C:29](O)=[O:30])[CH2:14]2.C1(N=C=NC2CCCCC2)CCCCC1>C(Cl)Cl.CN(C)C1C=CN=CC=1>[CH2:1]([O:8][NH:9][C:29]([CH:15]1[CH2:14][C:13]2([O:12][CH3:11])[O:19][C:16]1([S:20]([C:23]1[CH:24]=[CH:25][CH:26]=[CH:27][CH:28]=1)(=[O:21])=[O:22])[CH2:17][CH2:18]2)=[O:30])[C:2]1[CH:7]=[CH:6][CH:5]=[CH:4][CH:3]=1 |f:0.1|. Procedure: Added the O-benzylhydroxylamine·hydrochloric acid (0.387 grams, 2.43 mmol) to a stirred solution of 3-(4-methoxy-phenylsulfonyl-7-oxabicyclo[2.2.1]hept-5-ene-2-carboxylic acid in methylene chloride (5 ml). Added 4-dimethylaminopyridine (0.306 grams, 2.51 mmol) and stirred approximately one-half hour (until solids dissolved), then added the 1,3-dicyclohexylcarbodiimide (0.250 grams, 1.21 mmol) and stirred at room temperature overnight. The reaction was filtered through a pad of Celite and the fil... Starting materials: ONC(OC(C)(C)C)=O (tert-butyl hydroxycarbamate), ClC1=CC=C(C(=O)Cl)C=C1 (4-chlorobenzoyl chloride). Run in C(Cl)Cl (DCM). Product: ClC1=CC=C(C(=O)ONC(OC(C)(C)C)=O)C=C1 (tert-Butyl 4-Chlorobenzoyloxycarbamate). Reaction SMILES: [OH:1][NH:2][C:3](=[O:9])[O:4][C:5]([CH3:8])([CH3:7])[CH3:6].[Cl:10][C:11]1[CH:19]=[CH:18][C:14]([C:15](Cl)=[O:16])=[CH:13][CH:12]=1>C(Cl)Cl>[Cl:10][C:11]1[CH:19]=[CH:18][C:14]([C:15]([O:1][NH:2][C:3](=[O:9])[O:4][C:5]([CH3:8])([CH3:7])[CH3:6])=[O:16])=[CH:13][CH:12]=1. Procedure details: To a solution of tert-butyl hydroxycarbamate (9.76 g, 73.3 mmol) in DCM (120 mL) at 0° C., is added 4-chlorobenzoyl chloride (8.13 mL, 73.3 mmol) followed by the dropwise addition of Starting materials: C(#N)C=1C=C(C(=O)OC)C=CC1 (methyl 3-cyanobenzoate), C(CCC)[Sn](CCCC)=O (dibutyltin oxide), C[Si](C)(C)N=[N+]=[N-] (trimethylsilyl azide). The solvent is C1(=CC=CC=C1)C (toluene). Yields the product COC(=O)C=1C=C(C=CC1)C1=NN=NN1 (5-(3-Methoxycarbonylphenyl)tetrazole). Yield: 97.9%. RXN SMILES: [C:1]([C:3]1[CH:4]=[C:5]([CH:10]=[CH:11][CH:12]=1)[C:6]([O:8][CH3:9])=[O:7])#[N:2].C([Sn](=O)CCCC)CCC.C[Si]([N:27]=[N+:28]=[N-:29])(C)C>C1(C)C=CC=CC=1>[CH3:9][O:8][C:6]([C:5]1[CH:4]=[C:3]([C:1]2[NH:29][N:28]=[N:27][N:2]=2)[CH:12]=[CH:11][CH:10]=1)=[O:7]. Reported procedure: A mixture of methyl 3-cyanobenzoate (320 mg, 1.98 mmol), dibutyltin oxide (49.7 mg, 0.20 mmol) and trimethylsilyl azide (0.54 mL, 3.96 mmol) in toluene (4.0 mL) was heated at reflux for 24 hours. The solvent was removed under reduced pressure and chased with methanol (1-2 mL). The residue obtained was flash chromatographed on silica gel eluting with acetic acid and methanol in methylene chloride to give the title compound (395.7 mg). 1H NMR (DMSO-d6, 300 MHz) δ3.0-4.5 (br, 1H), 3.92 (s, 3H), 7.7... Starting materials: [BH3-]C#N.[Na+] (NaBH3CN), C(C)(C)(C)OC(=O)NC1=C(C(=O)NCC(=O)N[C@H]2CNCC2)C=C(C=C1)C(F)(F)F ((R)-3-[{N-(2-(tert-butoxycarbonylamino)-5-trifluoromethylbenzoyl)glycyl}amino]pyrrolidine), C1OC2=CC(=C(C=O)C=C2O1)[N+](=O)[O-] (4,5-methylenedioxy-2-nitrobenzaldehyde), C(C)(=O)O (acetic acid). Solvent: CO (methanol), CO (methanol). Reaction conditions: temperature 50 celsius, time 8 hour. Product: C(C)(C)(C)OC(=O)NC1=C(C(=O)NCC(=O)N[C@H]2CN(CC2)CC2=C(C=C3C(=C2)OCO3)[N+](=O)[O-])C=C(C=C1)C(F)(F)F ((R)-3-[{N-(2-(tert-butoxycarbonylamino)-5-trifluoromethylbenzoyl)glycyl}amino]-1-(4,5-methylenedioxy-2-nitrobenzyl)pyrrolidine). As a reaction SMILES: [C:1]([O:5][C:6]([NH:8][C:9]1[CH:26]=[CH:25][C:24]([C:27]([F:30])([F:29])[F:28])=[CH:23][C:10]=1[C:11]([NH:13][CH2:14][C:15]([NH:17][C@@H:18]1[CH2:22][CH2:21][NH:20][CH2:19]1)=[O:16])=[O:12])=[O:7])([CH3:4])([CH3:3])[CH3:2].[CH2:31]1[O:41][C:40]2[C:33](=[CH:34][C:35]([N+:42]([O-:44])=[O:43])=[C:36]([CH:39]=2)[CH:37]=O)[O:32]1.C(O)(=O)C.[BH3-]C#N.[Na+]>CO>[C:1]([O:5][C:6]([NH:8][C:9]1[CH:26]=[CH:25][C:24]([C:27]([F:30])([F:28])[F:29])=[CH:23][C:10]=1[C:11]([NH:13][CH2:14][C:15]([NH:17][C@@H:18]1[CH2:22][CH2:21][N:20]([CH2:37][C:36]2[CH:39]=[C:40]3[O:41][CH2:31][O:32][C:33]3=[CH:34][C:35]=2[N+:42]([O-:44])=[O:43])[CH2:19]1)=[O:16])=[O:12])=[O:7])([CH3:4])([CH3:2])[CH3:3] |f:3.4|. Procedure: To a mixture of (R)-3-[{N-(2-(tert-butoxycarbonylamino)-5-trifluoromethylbenzoyl)glycyl}amino]pyrrolidine (0.150 mmol), 4,5-methylenedioxy-2-nitrobenzaldehyde (0.45 mmol), methanol (4.5 mL), and acetic acid (0.048 mL) was added NaBH3CN (0.75 mmol) in methanol (1.50 mL). The reaction mixture was stirred at 50° C. overnight. The mixture was cooled to room temperature, loaded onto Varian™ SCX column, and washed with CH3OH. Product was eluted off using 2 N NH3 in CH3OH and concentrated to afford (R)... Starting materials: Brc1ccc(Br)nc1, CCOCC, CCCCCC, [Li]CCCC, OC1(c2ccc(-c3ccccc3)nc2)CN2CCC1CC2. Product: OC1(c2ccc(Br)nc2)CN2CCC1CC2. As a reaction SMILES: [Br:1][c:2]1[n:3][cH:4][c:5]([Br:8])[cH:6][cH:7]1.[CH2:9]([O:10][CH2:11][CH3:12])[CH3:13].[CH3:40][CH2:41][CH2:42][CH2:43][CH2:44][CH3:45].[Li:14][CH2:15][CH2:16][CH2:17][CH3:18].[OH:19][C:20]1([c:28]2[cH:29][cH:30][c:31](-[c:32]3[cH:33][cH:34][cH:35][cH:36][cH:37]3)[n:38][cH:39]2)[CH2:21][N:22]2[CH2:23][CH2:24][CH:25]1[CH2:26][CH2:27]2>>[Br:1][c:2]1[n:3][cH:4][c:5]([C:20]2([OH:19])[CH2:21][N:22]3[CH2:23][CH2:24][CH:25]2[CH2:26][CH2:27]3)[cH:6][cH:7]1.